Dataset: the Open Reaction Database (ORD), a public repository of structured organic reaction records. Task: describe an organic reaction: reactants, conditions, products, and yield Starting materials: CCCC[Sn](Cl)(CCCC)CCCC, C1CCOC1, [Li]CCCC, Ic1cc(C2=CCCC2)ccn1. Product: CCCC[Sn](CCCC)(CCCC)c1cc(C2=CCCC2)ccn1. RXN SMILES: [CH2:18]([CH2:19][CH2:20][CH3:21])[Sn:22]([Cl:23])([CH2:24][CH2:25][CH2:26][CH3:27])[CH2:28][CH2:29][CH2:30][CH3:31].[CH2:32]1[O:33][CH2:34][CH2:35][CH2:36]1.[CH3:13][CH2:14][CH2:15][CH2:16][Li:17].[I:1][c:2]1[n:3][cH:4][cH:5][c:6]([C:8]2=[CH:9][CH2:10][CH2:11][CH2:12]2)[cH:7]1>>[c:2]1([Sn:22]([CH2:18][CH2:19][CH2:20][CH3:21])([CH2:24][CH2:25][CH2:26][CH3:27])[CH2:28][CH2:29][CH2:30][CH3:31])[n:3][cH:4][cH:5][c:6]([C:8]2=[CH:9][CH2:10][CH2:11][CH2:12]2)[cH:7]1. Product: Cl.CN(C1=CC=NC=C1)CC(=O)O ([N-methyl-N-(pyridine-4-yl)amino]acetic acid hydrochloride). Run at temperature 95 celsius, time 20 hour. The solvent is O1CCOCC1 (dioxane). Reported procedure: 1.28 g (6.60 mmol) of ethyl [N-methyl-N-(pyridine-4-yl)amino]acetate was stirred in 30 ml of dioxane. 26 ml of 1 N hydrochloric acid was added to the resultant mixture, and they were stirred at 95° C. for 20 hours. The solvent was evaporated under reduced pressure to obtain the title compound. Reaction SMILES: [CH3:1][N:2]([CH2:9][C:10]([O:12]CC)=[O:11])[C:3]1[CH:8]=[CH:7][N:6]=[CH:5][CH:4]=1.[ClH:15]>O1CCOCC1>[ClH:15].[CH3:1][N:2]([CH2:9][C:10]([OH:12])=[O:11])[C:3]1[CH:8]=[CH:7][N:6]=[CH:5][CH:4]=1 |f:3.4|. Reactants: Cl (hydrochloric acid), resultant mixture, CN(C1=CC=NC=C1)CC(=O)OCC (ethyl [N-methyl-N-(pyridine-4-yl)amino]acetate). Starting materials: C(CCCCC)S(=O)(=O)C=1C=CC2=C(SC(=C2C(=O)C2=CC=C(C=C2)OCCN2CCCCC2)C2=CC=C(C=C2)S(=O)(=O)CCCCCC)C1 ([6-(n-Hexylsulfonoyl)-2-[4-(n-hexylsulfonoyl)phenyl]benzo[b]thien-3-yl][4-[2-(1-piperidinyl)ethoxy]-phenyl] methanone), Cl (hydrochloric acid). Solvent: C(C)(=O)OCC (ethyl acetate). Yields the product Cl.C(CCCCC)S(=O)(=O)C=1C=CC2=C(SC(=C2C(=O)C2=CC=C(C=C2)OCCN2CCCCC2)C2=CC=C(C=C2)S(=O)(=O)CCCCCC)C1 ([6-(n-Hexylsulfonoyl)-2-[4-(n-hexylsulfonoyl)phenyl]benzo[b]thien-3-yl][4-[2-(1-piperidinyl)ethoxy]-phenyl] methanone, Hydrochloride). RXN SMILES: [CH2:1]([S:7]([C:10]1[CH:11]=[CH:12][C:13]2[C:17]([C:18]([C:20]3[CH:25]=[CH:24][C:23]([O:26][CH2:27][CH2:28][N:29]4[CH2:34][CH2:33][CH2:32][CH2:31][CH2:30]4)=[CH:22][CH:21]=3)=[O:19])=[C:16]([C:35]3[CH:40]=[CH:39][C:38]([S:41]([CH2:44][CH2:45][CH2:46][CH2:47][CH2:48][CH3:49])(=[O:43])=[O:42])=[CH:37][CH:36]=3)[S:15][C:14]=2[CH:50]=1)(=[O:9])=[O:8])[CH2:2][CH2:3][CH2:4][CH2:5][CH3:6].[ClH:51]>C(OCC)(=O)C>[ClH:51].[CH2:1]([S:7]([C:10]1[CH:11]=[CH:12][C:13]2[C:17]([C:18]([C:20]3[CH:21]=[CH:22][C:23]([O:26][CH2:27][CH2:28][N:29]4[CH2:34][CH2:33][CH2:32][CH2:31][CH2:30]4)=[CH:24][CH:25]=3)=[O:19])=[C:16]([C:35]3[CH:40]=[CH:39][C:38]([S:41]([CH2:44][CH2:45][CH2:46][CH2:47][CH2:48][CH3:49])(=[O:43])=[O:42])=[CH:37][CH:36]=3)[S:15][C:14]=2[CH:50]=1)(=[O:8])=[O:9])[CH2:2][CH2:3][CH2:4][CH2:5][CH3:6] |f:3.4|. Procedure details: [6-(n-Hexylsulfonoyl)-2-[4-(n-hexylsulfonoyl)phenyl]benzo[b]thien-3-yl][4-[2-(1-piperidinyl)ethoxy]-phenyl] methanone (3 g) was dissolved in 20 ml of ethyl acetate and hydrochloric acid-saturated diethyl ether was added. No precipitate formed. The reaction mixture was evaporated to a thick oil and was triturated several times with diethyl ether and dried in vacuo at room temperature to afford 1.64 g of the title compound as a white amorphous and hygroscopic powder. Starting materials: C1(=CC=CC=C1)C=1C=C(SC1)C(=O)OC (methyl 4-phenylthiophene-2-carboxylate), [Br-].[Br-].[Br-].[NH+]1=CC=CC=C1.[NH+]1=CC=CC=C1.[NH+]1=CC=CC=C1 (pyridinium tribromide), [O-]S(=O)(=S)[O-].[Na+].[Na+] (Na2S2O3). Run in C(Cl)Cl (DCM). Conditions: temperature 25 celsius, time 45 hour. Product: BrC1=C(C=C(S1)C(=O)OC)C1=CC=CC=C1 (methyl 5-bromo-4-phenylthiophene-2-carboxylate). Isolated yield 84.1%. Reaction SMILES: [C:1]1([C:7]2[CH:8]=[C:9]([C:12]([O:14][CH3:15])=[O:13])[S:10][CH:11]=2)[CH:6]=[CH:5][CH:4]=[CH:3][CH:2]=1.[Br-:16].[Br-].[Br-].[NH+]1C=CC=CC=1.[NH+]1C=CC=CC=1.[NH+]1C=CC=CC=1.[O-]S([O-])(=S)=O.[Na+].[Na+]>C(Cl)Cl>[Br:16][C:11]1[S:10][C:9]([C:12]([O:14][CH3:15])=[O:13])=[CH:8][C:7]=1[C:1]1[CH:2]=[CH:3][CH:4]=[CH:5][CH:6]=1 |f:1.2.3.4.5.6,7.8.9|. Procedure details: To a solution of methyl 4-phenylthiophene-2-carboxylate (1.8 g) in DCM (18 mL) was added portionwise pyridinium tribromide (13.2 g) at 0° C. The reaction liquid was warmed to 25° C. and then stirred for 45 hours. The reaction mixture was cooled to 0° C., and a saturated aqueous Na2S2O3 solution (100 mL) was slowly added dropwise. The reaction mixture was extracted with DCM (50 mL) three times. The organic layer was washed with brine, dried over MgSO4, and then concentrated under reduced pressure... Reactants: C=Cc1ccc(OC(C)=O)cc1, CC[Zn]CC, Cc1ccccc1, ICI. Product: CC(=O)Oc1ccc(C2CC2)cc1. Reaction SMILES: [C:6]([CH3:7])(=[O:8])[O:9][c:10]1[cH:11][cH:12][c:13]([CH:14]=[CH2:15])[cH:16][cH:17]1.[CH3:1][CH2:2][Zn:3][CH2:4][CH3:5].[CH3:21][c:22]1[cH:23][cH:24][cH:25][cH:26][cH:27]1.[I:18][CH2:19][I:20]>>[CH2:1]1[CH:14]([c:13]2[cH:12][cH:11][c:10]([O:9][C:6]([CH3:7])=[O:8])[cH:17][cH:16]2)[CH2:15]1.